Dataset: the Open Reaction Database (ORD), a public repository of structured organic reaction records. Task: describe an organic reaction: reactants, conditions, products, and yield Starting materials: CC1=NN=NN1C(CO)COC(NCCCCCCCCCCCCCCCCCC)=O (2-(5-methyl-1H-tetrazol-1-yl)-3-octadecylcarbamoyloxypropanol), C1(=CC=CC=C1)P(C1=CC=CC=C1)C1=CC=CC=C1 (triphenylphosphine), N=[N+]=[N-] (hydrazoic acid), N(=NC(=O)OCC)C(=O)OCC (diethyl azodicarboxylate). The reagents and catalysts are [C].[Pd] (palladium carbon). Run in O1CCCC1 (tetrahydrofurane), C1=CC=CC=C1 (benzene). Reaction conditions: time 30 minute. Product: CC1=NN=NN1C(CN)COC(NCCCCCCCCCCCCCCCCCC)=O (2-(5-methyl-1H-tetrazol-1-yl)-3-octadecylcarbamoyloxypropylamine). Isolated yield 81.0%. Reaction SMILES: [CH3:1][C:2]1[N:6]([CH:7]([CH2:10][O:11][C:12](=[O:32])[NH:13][CH2:14][CH2:15][CH2:16][CH2:17][CH2:18][CH2:19][CH2:20][CH2:21][CH2:22][CH2:23][CH2:24][CH2:25][CH2:26][CH2:27][CH2:28][CH2:29][CH2:30][CH3:31])[CH2:8]O)[N:5]=[N:4][N:3]=1.C1(P(C2C=CC=CC=2)C2C=CC=CC=2)C=CC=CC=1.[NH:52]=[N+]=[N-].N(C(OCC)=O)=NC(OCC)=O>O1CCCC1.[C].[Pd].C1C=CC=CC=1>[CH3:1][C:2]1[N:6]([CH:7]([CH2:10][O:11][C:12](=[O:32])[NH:13][CH2:14][CH2:15][CH2:16][CH2:17][CH2:18][CH2:19][CH2:20][CH2:21][CH2:22][CH2:23][CH2:24][CH2:25][CH2:26][CH2:27][CH2:28][CH2:29][CH2:30][CH3:31])[CH2:8][NH2:52])[N:5]=[N:4][N:3]=1 |f:5.6|. Reported procedure: To a stirred solution of 1.02 g (2.25 mM) of 2-(5-methyl-1H-tetrazol-1-yl)-3-octadecylcarbamoyloxypropanol Vi2, 885 mg (3.38 mM) of triphenylphosphine, and 1.9 ml (3.38 mM) of 1.8 mM benzene solution of hydrazoic acid in 50 ml of tetrahydrofurane at -50° C. is added 0.53 ml (3.38 mM) of diethyl azodicarboxylate dropwise and the mixture is raised to room temperature during 2 hr. Subsequently, 150 mg of 10% palladium carbon is added to the mixture which is stirred under hydrogen gas for 30 minutes... Starting materials: O=C([O-])[O-], ClCCl, CCOCC, CC(C)=O, Clc1ccc2ncc(Cl)nc2c1, [K+], [K+], O, COC(=O)C(C)Oc1ccc(O)cc1. Product: COC(=O)C(C)Oc1ccc(Oc2cnc3ccc(Cl)cc3n2)cc1. RXN SMILES: [C:27](=[O:28])([O-:29])[O-:30].[CH2:33]([Cl:34])[Cl:35].[CH2:40]([O:41][CH2:42][CH3:43])[CH3:44].[CH3:36][C:37](=[O:38])[CH3:39].[Cl:1][c:2]1[n:3][c:4]2[cH:5][c:6]([Cl:12])[cH:7][cH:8][c:9]2[n:10][cH:11]1.[K+:31].[K+:32].[OH2:45].[OH:13][c:14]1[cH:15][cH:16][c:17]([O:18][CH:19]([C:20](=[O:21])[O:22][CH3:23])[CH3:24])[cH:25][cH:26]1>>[c:2]1([O:13][c:14]2[cH:15][cH:16][c:17]([O:18][CH:19]([C:20](=[O:21])[O:22][CH3:23])[CH3:24])[cH:25][cH:26]2)[n:3][c:4]2[cH:5][c:6]([Cl:12])[cH:7][cH:8][c:9]2[n:10][cH:11]1. Reactants: CC(=O)O, CCc1nnc2cnc3cc(Cl)c(Cl)cc3n12, O, OO. Yields the product CCc1nnc2c(=O)[nH]c3cc(Cl)c(Cl)cc3n12. Reaction SMILES: [C:18]([OH:19])(=[O:20])[CH3:21].[CH2:1]([CH3:2])[c:3]1[n:4][n:5][c:6]2[n:7]1[c:8]1[cH:9][c:10]([Cl:17])[c:11]([Cl:16])[cH:12][c:13]1[n:14][cH:15]2.[OH2:24].[OH:22][OH:23]>>[CH2:1]([CH3:2])[c:3]1[n:4][n:5][c:6]2[n:7]1[c:8]1[cH:9][c:10]([Cl:17])[c:11]([Cl:16])[cH:12][c:13]1[nH:14][c:15]2=[O:20]. The yield is 95.9%. Reaction SMILES: [C:1](/[C:4](/[CH3:29])=[CH:5]/[C:6]1[CH:15]=[C:14]2[C:9]([CH:10]=[CH:11][CH:12]=[C:13]2[CH2:16][C:17]2[CH:26]=[CH:25][C:20]([C:21]([O:23][CH3:24])=[O:22])=[CH:19][C:18]=2[O:27][CH3:28])=[CH:8][CH:7]=1)([OH:3])=[O:2].[H][H]>[Pd].O1CCCC1>[C:1]([CH:4]([CH3:29])[CH2:5][C:6]1[CH:15]=[C:14]2[C:9]([CH:10]=[CH:11][CH:12]=[C:13]2[CH2:16][C:17]2[CH:26]=[CH:25][C:20]([C:21]([O:23][CH3:24])=[O:22])=[CH:19][C:18]=2[O:27][CH3:28])=[CH:8][CH:7]=1)([OH:3])=[O:2]. Procedure details: A mixture of 10% (w/w) palladium on carbon (0.75 g) and methyl E-4-[7-(2-carboxyprop-1-enyl)naphth-1-ylmethyl]-3-methoxybenzoate (4.38 g), in tetrahydrofuran (100 ml) was hydrogenated under 3.7 bar of hydrogen for 2 h. To the reaction mixture was added a slurry of 10% (w/w) palladium on carbon (0.75 g) and tetrahydrofuran (20 ml). After hydrogenating for 2 h more, the reaction mixture was filtered through diatomaceous earth with tetrahydrofuran washes. The solvent was evaporated and the residue ... Reagents/catalysts: [Pd] (palladium on carbon), [Pd] (palladium on carbon). Solvent: O1CCCC1 (tetrahydrofuran), O1CCCC1 (tetrahydrofuran). The product is C(=O)(O)C(CC1=CC=C2C=CC=C(C2=C1)CC1=C(C=C(C(=O)OC)C=C1)OC)C (methyl 4-[7-(2-carboxypropyl)naphth-1-ylmethyl]-3-methoxybenzoate). Starting materials: C(=O)(O)/C(=C/C1=CC=C2C=CC=C(C2=C1)CC1=C(C=C(C(=O)OC)C=C1)OC)/C (methyl E-4-[7-(2-carboxyprop-1-enyl)naphth-1-ylmethyl]-3-methoxybenzoate), [H][H] (hydrogen). Run at time 2 hour. Reactants: CN(C)CC1=C(C=C(S1)SCCCN1C(C2=CC=CC=C2C1=O)=O)C (N-[3-[[5-(Dimethylamino)methyl-4-methyl-2-thienyl]thio]propyl]isoindole-1,3(2H)-dione), O.NN (hydrazine hydrate). Run in O1CCCC1 (tetrahydrofuran). The product is NCCCSC1=CC(=C(S1)CN(C)C)C (5-[(3-Aminopropyl)thio]-N,N,3-trimethyl-2-thiophenemethanamine). Yield: 69.6%. As a reaction SMILES: [CH3:1][N:2]([CH2:4][C:5]1[S:9][C:8]([S:10][CH2:11][CH2:12][CH2:13][N:14]2C(=O)C3C(=CC=CC=3)C2=O)=[CH:7][C:6]=1[CH3:25])[CH3:3].O.NN>O1CCCC1>[NH2:14][CH2:13][CH2:12][CH2:11][S:10][C:8]1[S:9][C:5]([CH2:4][N:2]([CH3:1])[CH3:3])=[C:6]([CH3:25])[CH:7]=1 |f:1.2|. Procedure details: N-[3-[[5-(Dimethylamino)methyl-4-methyl-2-thienyl]thio]propyl]isoindole-1,3(2H)-dione (15.2 g) and hydrazine hydrate (8 ml) were stirred at room temperature in tetrahydrofuran (150 ml) for 48 h. The mixture was filtered and the filtrate was distilled to give the title compound as an orange oil (6.9 g) b.p. 160°-170°/0.04 mm. Reactants: BrC=1C=C2C(=NC1)OC1=CC=C(C=C1[C@]21N=C(OC1)N)I ((S)-3-bromo-7-iodo-5′H-spiro[chromeno[2,3-b]pyridine-5,4′-oxazol]-2′-amine), N1=CC(=CC=C1)B(O)O (pyridin-3-ylboronic acid), C([O-])([O-])=O.[K+].[K+] (potassium carbonate). Reagents/catalysts: C=1C=CC(=CC1)[P](C=2C=CC=CC2)(C=3C=CC=CC3)[Pd]([P](C=4C=CC=CC4)(C=5C=CC=CC5)C=6C=CC=CC6)([P](C=7C=CC=CC7)(C=8C=CC=CC8)C=9C=CC=CC9)[P](C=1C=CC=CC1)(C=1C=CC=CC1)C=1C=CC=CC1 (tetrakis(triphenylphosphine)palladium(0)). Yields the product BrC=1C=C2C(=NC1)OC1=CC=C(C=C1[C@]21N=C(OC1)N)C=1C=NC=CC1 ((S)-3-bromo-7-(pyridin-3-yl)-5′H-spiro[chromeno[2,3-b]pyridine-5,4′-oxazol]-2′-amine). As a reaction SMILES: [Br:1][C:2]1[CH:3]=[C:4]2[C@:15]3([CH2:19][O:18][C:17]([NH2:20])=[N:16]3)[C:14]3[C:9](=[CH:10][CH:11]=[C:12](I)[CH:13]=3)[O:8][C:5]2=[N:6][CH:7]=1.[N:22]1[CH:27]=[CH:26][CH:25]=[C:24](B(O)O)[CH:23]=1.C(=O)([O-])[O-].[K+].[K+]>C1C=CC([P]([Pd]([P](C2C=CC=CC=2)(C2C=CC=CC=2)C2C=CC=CC=2)([P](C2C=CC=CC=2)(C2C=CC=CC=2)C2C=CC=CC=2)[P](C2C=CC=CC=2)(C2C=CC=CC=2)C2C=CC=CC=2)(C2C=CC=CC=2)C2C=CC=CC=2)=CC=1>[Br:1][C:2]1[CH:3]=[C:4]2[C@:15]3([CH2:19][O:18][C:17]([NH2:20])=[N:16]3)[C:14]3[C:9](=[CH:10][CH:11]=[C:12]([C:24]4[CH:23]=[N:22][CH:27]=[CH:26][CH:25]=4)[CH:13]=3)[O:8][C:5]2=[N:6][CH:7]=1 |f:2.3.4,^1:40,42,61,80|. Reported procedure: A vial was charged with (S)-3-bromo-7-iodo-5′H-spiro[chromeno[2,3-b]pyridine-5,4′-oxazol]-2′-amine (906 mg, 1.978 mmol), pyridin-3-ylboronic acid (267 mg, 2.176 mmol), potassium carbonate (1367 mg, 9.89 mmol), and tetrakis(triphenylphosphine)palladium(0) (114 mg, 0.099 mmol). The vial was flushed with argon and dioxane (9.89 mL) and water (5.1 mL) were added in sequence. The vial was sealed and placed in an 80° C. oil bath for 4 h. The mixture was cooled to rt, diluted with EtOAc (45 mL), and br... Starting materials: N=C(c1ccccc1)c1ccccc1, CC(C)(C)[O-], Cc1ccccc1, CCOCC, COCOc1cc(F)cnc1Cl, [Na+]. Yields the product COCOc1cc(F)cnc1N. As a reaction SMILES: [C:1]([c:2]1[cH:3][cH:4][cH:5][cH:6][cH:7]1)([c:8]1[cH:9][cH:10][cH:11][cH:12][cH:13]1)=[NH:14].[CH3:15][C:16]([CH3:17])([O-:18])[CH3:19].[CH3:21][c:22]1[cH:23][cH:24][cH:25][cH:26][cH:27]1.[CH3:40][CH2:41][O:42][CH2:43][CH3:44].[Cl:28][c:29]1[n:30][cH:31][c:32]([F:39])[cH:33][c:34]1[O:35][CH2:36][O:37][CH3:38].[Na+:20]>>[NH2:14][c:29]1[n:30][cH:31][c:32]([F:39])[cH:33][c:34]1[O:35][CH2:36][O:37][CH3:38]. The reactants are CC1=C(CC(C(=O)O)=C)C=CC=C1 (2-(2-Methylbenzyl)acrylic acid), C(C)(=S)O (thioacetic acid). Reaction conditions: time 3 day. Product: C(C)(=O)SCC(C(=O)O)CC1=C(C=CC=C1)C (2-(Acetylthiomethyl)-3-(2-methylphenyl)propionic acid). Reaction SMILES: [CH3:1][C:2]1[CH:13]=[CH:12][CH:11]=[CH:10][C:3]=1[CH2:4][C:5](=[CH2:9])[C:6]([OH:8])=[O:7].[C:14]([OH:17])(=[S:16])[CH3:15]>>[C:14]([S:16][CH2:9][CH:5]([CH2:4][C:3]1[CH:10]=[CH:11][CH:12]=[CH:13][C:2]=1[CH3:1])[C:6]([OH:8])=[O:7])(=[O:17])[CH3:15]. Reported procedure: To the acid from Step 3 (11.4 g, 65 mmol) add thioacetic acid (9.8 g, 129 mmol). After 3 days, concentrate, treat with toluene, and concentrate again to obtain a solid. Recrystallize from CH2Cl2 :hexane to obtain the title compound, m.p. 63°-70°.